Dataset: the Open Reaction Database (ORD), a public repository of structured organic reaction records. Task: describe an organic reaction: reactants, conditions, products, and yield Starting materials: CCOC(=O)CCCBr, O=C([O-])[O-], COc1cccc(-c2cn(Cc3c(F)cccc3C(F)(F)F)c(=O)n(CC(N)c3ccccc3)c2=O)c1Cl, [Na+], [Na+], CN(C)C=O. Product: CCOC(=O)CCCNC(Cn1c(=O)c(-c2cccc(OC)c2Cl)cn(Cc2c(F)cccc2C(F)(F)F)c1=O)c1ccccc1. As a reaction SMILES: [Br:45][CH2:46][CH2:47][CH2:48][C:49](=[O:50])[O:51][CH2:52][CH3:53].[C:39](=[O:40])([O-:41])[O-:42].[NH2:1][CH:2]([CH2:3][n:4]1[c:5](=[O:32])[n:6]([CH2:20][c:21]2[c:22]([F:31])[cH:23][cH:24][cH:25][c:26]2[C:27]([F:28])([F:29])[F:30])[cH:7][c:8](-[c:11]2[c:12]([Cl:19])[c:13]([O:17][CH3:18])[cH:14][cH:15][cH:16]2)[c:9]1=[O:10])[c:33]1[cH:34][cH:35][cH:36][cH:37][cH:38]1.[Na+:43].[Na+:44].[O:54]=[CH:55][N:56]([CH3:57])[CH3:58]>>[NH:1]([CH:2]([CH2:3][n:4]1[c:5](=[O:32])[n:6]([CH2:20][c:21]2[c:22]([F:31])[cH:23][cH:24][cH:25][c:26]2[C:27]([F:28])([F:29])[F:30])[cH:7][c:8](-[c:11]2[c:12]([Cl:19])[c:13]([O:17][CH3:18])[cH:14][cH:15][cH:16]2)[c:9]1=[O:10])[c:33]1[cH:34][cH:35][cH:36][cH:37][cH:38]1)[CH2:46][CH2:47][CH2:48][C:49](=[O:50])[O:51][CH2:52][CH3:53]. Starting materials: CC(=O)O[BH-](OC(C)=O)OC(C)=O, CC1CNCCN1C(=O)OC(C)(C)C, Cc1cc(N)ncc1C=O, [Na+], [Na+], O=C([O-])O. Product: Cc1cc(N)ncc1CN1CCN(C(=O)OC(C)(C)C)C(C)C1. Reaction SMILES: [C:25]([O:26][BH-:27]([O:28][C:29](=[O:30])[CH3:31])[O:32][C:33](=[O:34])[CH3:35])(=[O:36])[CH3:37].[CH3:11][CH:12]1[N:13]([C:18](=[O:19])[O:20][C:21]([CH3:22])([CH3:23])[CH3:24])[CH2:14][CH2:15][NH:16][CH2:17]1.[NH2:1][c:2]1[cH:3][c:4]([CH3:10])[c:5]([CH:8]=[O:9])[cH:6][n:7]1.[Na+:38].[Na+:43].[O-:39][C:40]([OH:41])=[O:42]>>[NH2:1][c:2]1[cH:3][c:4]([CH3:10])[c:5]([CH2:8][N:16]2[CH2:15][CH2:14][N:13]([C:18](=[O:19])[O:20][C:21]([CH3:22])([CH3:23])[CH3:24])[CH:12]([CH3:11])[CH2:17]2)[cH:6][n:7]1. Reactants: COC=1C=C2C(=CC=NC2=CC1OC)OC1=CC(=C(N)C=C1C)C (4-[(6,7-Dimethoxy-4-quinolyl)oxy]-2,5-dimethyl-aniline), COC1=CC=C(C=C1)N=C=O (4-methoxyphenyl isocyanate). Run in C(Cl)(Cl)Cl (chloroform). Yields the product COC=1C=C2C(=CC=NC2=CC1OC)OC1=CC(=C(C=C1C)NC(=O)NC1=CC=C(C=C1)OC)C (N-{4-[(6,7 -Dimethoxy-4-quinolyl)oxy]-2,5-dimethylphenyl }-N′-(4methoxyphenyl)urea). Isolated yield 74.0%. Reaction SMILES: [CH3:1][O:2][C:3]1[CH:4]=[C:5]2[C:10](=[CH:11][C:12]=1[O:13][CH3:14])[N:9]=[CH:8][CH:7]=[C:6]2[O:15][C:16]1[C:22]([CH3:23])=[CH:21][C:19]([NH2:20])=[C:18]([CH3:24])[CH:17]=1.[CH3:25][O:26][C:27]1[CH:32]=[CH:31][C:30]([N:33]=[C:34]=[O:35])=[CH:29][CH:28]=1>C(Cl)(Cl)Cl>[CH3:1][O:2][C:3]1[CH:4]=[C:5]2[C:10](=[CH:11][C:12]=1[O:13][CH3:14])[N:9]=[CH:8][CH:7]=[C:6]2[O:15][C:16]1[C:22]([CH3:23])=[CH:21][C:19]([NH:20][C:34]([NH:33][C:30]2[CH:31]=[CH:32][C:27]([O:26][CH3:25])=[CH:28][CH:29]=2)=[O:35])=[C:18]([CH3:24])[CH:17]=1. Reported procedure: 4-[(6,7-Dimethoxy-4-quinolyl)oxy]-2,5-dimethyl-aniline (100 mg) was dissolved in chloroform (4 ml), and 4-methoxyphenyl isocyanate (60 μl) was then added to the solution. The mixture was allowed to react at room temperature overnight. The solvent was removed by distillation under the reduced pressure. The residue was dissolved in a minor amount of chloroform, and a large amount of ether was added to the solution. The resultant precipitate was collected by suction filtration to give 110 mg (yield... The reactants are [N+](=O)([O-])C=1C=C2C(=NC1)O[C@]1(C2)CN2CCC1CC2 ((S)-(+)-5′nitrospiro[1-azabicyclo[2.2.2]octane-3,2′(3′H)-furo[2,3-b]pyridine]). Run in CO (methanol). Product: NC=1C=C2C(=NC1)O[C@]1(C2)CN2CCC1CC2 ((S)-(+)-5′-Aminospiro[1-azabicyclo-[2.2.2]octane-3,2′(3′H)-furo[2,3-b]pyridine]). The yield is 91.6%. As a reaction SMILES: [N+:1]([C:4]1[CH:5]=[C:6]2[CH2:12][C@@:11]3([CH:17]4[CH2:18][CH2:19][N:14]([CH2:15][CH2:16]4)[CH2:13]3)[O:10][C:7]2=[N:8][CH:9]=1)([O-])=O>CO>[NH2:1][C:4]1[CH:5]=[C:6]2[CH2:12][C@@:11]3([CH:17]4[CH2:16][CH2:15][N:14]([CH2:19][CH2:18]4)[CH2:13]3)[O:10][C:7]2=[N:8][CH:9]=1. Procedure: The enantiomer (S)-(+)-5′nitrospiro[1-azabicyclo[2.2.2]octane-3,2′(3′H)-furo[2,3-b]pyridine](6.85 g, 26.2 mmol) treated in the same way as described in example 8A in ammoniated methanol provided the title compound (5.55 g, 24 mmol, 92%): electrospray MS (m/z, relative intensity) 232 ([MH]+, 100).